Dataset: the Open Reaction Database (ORD), a public repository of structured organic reaction records. Task: describe an organic reaction: reactants, conditions, products, and yield Starting materials: CC(=O)NCCc1ccccc1, CCOC(=O)C(C)(C)Cc1ccc(CCN)cc1, COC(=O)C(C)(C)C(=O)O, [Cl-], Cl. Yields the product COC(=O)C(C)(C)C(=O)c1ccc(CCNC(C)=O)cc1. Reaction SMILES: [C:20]([CH3:21])(=[O:22])[NH:23][CH2:24][CH2:25][c:26]1[cH:27][cH:28][cH:29][cH:30][cH:31]1.[CH3:2][C:3]([CH3:4])([CH2:5][c:6]1[cH:7][cH:8][c:9]([CH2:10][CH2:11][NH2:12])[cH:13][cH:14]1)[C:15]([O:16][CH2:17][CH3:18])=[O:19].[CH3:33][O:34][C:35]([C:36]([C:37](=[O:38])[OH:39])([CH3:40])[CH3:41])=[O:42].[Cl-:32].[ClH:1]>>[C:20]([CH3:21])(=[O:22])[NH:23][CH2:24][CH2:25][c:26]1[cH:27][cH:28][c:29]([C:37]([C:36]([C:35]([O:34][CH3:33])=[O:42])([CH3:40])[CH3:41])=[O:38])[cH:30][cH:31]1. Reactants: CC(C)(C)OC(=O)CC(=O)CC(=O)OC(C)(C)C (di-tert-butyl 1,3-acetonedicarboxylate), CCC(CC(CC)=O)=O (3,5-heptanedione), C[O-].[Na+] (sodium methoxide). Run in CO (methanol). Reaction conditions: time 8 hour. Yields the product C(C)C1=C(C(=C(C(=C1)CC)C(=O)OC(C)(C)C)O)C(=O)OC(C)(C)C (Di-tert-butyl 4,6-diethyl-2-hydroxy-1,3-benzenedicarboxylate). The yield is 97.5%. As a reaction SMILES: [CH3:1][C:2]([O:5][C:6]([CH2:8][C:9]([CH2:11][C:12]([O:14][C:15]([CH3:18])([CH3:17])[CH3:16])=[O:13])=[O:10])=[O:7])([CH3:4])[CH3:3].[CH3:19][CH2:20][C:21](=O)[CH2:22][C:23](=O)[CH2:24][CH3:25].C[O-].[Na+]>CO>[CH2:20]([C:21]1[CH:22]=[C:23]([CH2:24][CH3:25])[C:8]([C:6]([O:5][C:2]([CH3:1])([CH3:3])[CH3:4])=[O:7])=[C:9]([OH:10])[C:11]=1[C:12]([O:14][C:15]([CH3:18])([CH3:17])[CH3:16])=[O:13])[CH3:19] |f:2.3|. Procedure details: A mixture of di-tert-butyl 1,3-acetonedicarboxylate (10 g, 38.7 mmol), 3,5-heptanedione (6.5 g, 50.3 mmol) and sodium methoxide (2.7 g, 50.3 mmol) in methanol (100 mL) was stirred at room temperature overnight. Methanol was removed via rotary evaporation and the resulting orange sludge was partitioned between diethyl ether (100 mL) and 10% aqueous hydrochloric acid (100 mL). The separated aqueous layer was extracted with diethyl ether (50 mL×2). The combined organic portions were washed with sat... Reactants: C(C)(C)(C)OC(=O)N1N=C(C2=CC=CC=C12)CC1C(N(C2=C(N(C1=O)CC(=O)N(C1=CC=C(C=C1)OC)C(C)C)C=CC=C2)C=2C=NC=CC2)=O (2-[3-(1-tert-butoxycarbonyl-1H-indazol-3-ylmethyl)-2,4-dioxo-5-pyridin-3-yl-2,3,4,5-tetrahydrobenzo[b][1,4]diazepin-1-yl]-N-isopropyl-N-(4-methoxy-phenyl) acetamide), Intermediate 75, solution, Cl (HCl). The solvent is O1CCOCC1 (dioxane). Run at time 8 hour. Yields the product N1N=C(C2=CC=CC=C12)CC1C(N(C2=C(N(C1=O)CC(=O)N(C1=CC=C(C=C1)OC)C(C)C)C=CC=C2)C=2C=NC=CC2)=O (2-[3-(1H-indazol-3-ylmethyl)-2,4-dioxo-5-pyridin-3-yl-2,3,4,5-tetrahydrobenzo[b][1,4]diazepin-1-yl]-N-isopropyl-N-(4-methoxy-phenyl) acetamide). The yield is 50.8%. Reaction SMILES: C(OC([N:8]1[C:16]2[C:11](=[CH:12][CH:13]=[CH:14][CH:15]=2)[C:10]([CH2:17][CH:18]2[C:24](=[O:25])[N:23]([CH2:26][C:27]([N:29]([CH:38]([CH3:40])[CH3:39])[C:30]3[CH:35]=[CH:34][C:33]([O:36][CH3:37])=[CH:32][CH:31]=3)=[O:28])[C:22]3[CH:41]=[CH:42][CH:43]=[CH:44][C:21]=3[N:20]([C:45]3[CH:46]=[N:47][CH:48]=[CH:49][CH:50]=3)[C:19]2=[O:51])=[N:9]1)=O)(C)(C)C.Cl>O1CCOCC1>[NH:8]1[C:16]2[C:11](=[CH:12][CH:13]=[CH:14][CH:15]=2)[C:10]([CH2:17][CH:18]2[C:24](=[O:25])[N:23]([CH2:26][C:27]([N:29]([CH:38]([CH3:40])[CH3:39])[C:30]3[CH:35]=[CH:34][C:33]([O:36][CH3:37])=[CH:32][CH:31]=3)=[O:28])[C:22]3[CH:41]=[CH:42][CH:43]=[CH:44][C:21]=3[N:20]([C:45]3[CH:46]=[N:47][CH:48]=[CH:49][CH:50]=3)[C:19]2=[O:51])=[N:9]1. Procedure: To 561 mg (0.95 mmol) of 2-[3-(1-tert-butoxycarbonyl-1H-indazol-3-ylmethyl)-2,4-dioxo-5-pyridin-3-yl-2,3,4,5-tetrahydrobenzo[b][1,4]diazepin-1-yl]-N-isopropyl-N-(4-methoxy-phenyl) acetamide, prepared as in Intermediate 75, is added 10 mL of a 4N solution of HCl in dioxane. The reaction is stirred overnight at RT. The reaction is concentrated, then purified by silica gel flash column chromatography (gradient 2:1-4:1 ethyl acetate:hexanes) to afford an oil which is triturated from hexane to afford... Reactants: FC(C=1C=CC(=C(C(=O)O)C1)C)(F)F (5-trifluoromethyl-2-methylbenzoic acid), FC1(CCC(CC1)(C=1C=NC(=CC1)C(F)(F)F)CN)F (C-[4,4-difluoro-1-(6-trifluoromethyl-pyridin-3-yl)-cyclohexyl]-methylamine). Product: FC1(CCC(CC1)(C=1C=NC(=CC1)C(F)(F)F)CNC(C1=C(C=CC(=C1)C(F)(F)F)C)=O)F (N-[4,4-Difluoro-1-(6-trifluoromethyl-pyridin-3-yl)-cyclohexylmethyl]-2-methyl-5-trifluoromethyl-benzamide). RXN SMILES: [F:1][C:2]([F:14])([F:13])[C:3]1[CH:4]=[CH:5][C:6]([CH3:12])=[C:7]([CH:11]=1)[C:8]([OH:10])=O.[F:15][C:16]1([F:34])[CH2:21][CH2:20][C:19]([CH2:32][NH2:33])([C:22]2[CH:23]=[N:24][C:25]([C:28]([F:31])([F:30])[F:29])=[CH:26][CH:27]=2)[CH2:18][CH2:17]1>>[F:34][C:16]1([F:15])[CH2:17][CH2:18][C:19]([CH2:32][NH:33][C:8](=[O:10])[C:7]2[CH:11]=[C:3]([C:2]([F:1])([F:14])[F:13])[CH:4]=[CH:5][C:6]=2[CH3:12])([C:22]2[CH:23]=[N:24][C:25]([C:28]([F:29])([F:30])[F:31])=[CH:26][CH:27]=2)[CH2:20][CH2:21]1. Procedure details: From 5-trifluoromethyl-2-methylbenzoic acid and C-[4,4-difluoro-1-(6-trifluoromethyl-pyridin-3-yl)-cyclohexyl]-methylamine. LCMS (MH+): m/z=481.1, tR (minutes, Method D)=0.86 Starting materials: COC(=O)C(C(=C)C)N1C(C(C1SN1C(CCC1=O)=O)NC(CC1=CC=CC=C1)=O)=O (1-(1-methoxycarbonyl-2-methylprop-2-enyl)-3-phenylacetamido-4-succinimidothio-azetidin-2-one), C1C(C)O1 (propylene oxide), BrN1C(CCC1=O)=O (N-bromosuccinimide), azo-isobutyronitrile, ClCCCl (1,2dichloroethane). Reaction SMILES: [CH3:1][O:2][C:3]([CH:5]([N:9]1[CH:12]([S:13][N:14]2[C:18](=[O:19])[CH2:17][CH2:16][C:15]2=[O:20])[CH:11]([NH:21][C:22](=[O:30])[CH2:23][C:24]2[CH:29]=[CH:28][CH:27]=[CH:26][CH:25]=2)[C:10]1=[O:31])[C:6]([CH3:8])=[CH2:7])=[O:4].C1OC1C.[Br:36]N1C(=O)CCC1=O.ClCCCl>C(Cl)(Cl)(Cl)Cl>[CH3:1][O:2][C:3]([CH:5]([N:9]1[CH:12]([S:13][N:14]2[C:18](=[O:19])[CH2:17][CH2:16][C:15]2=[O:20])[CH:11]([NH:21][C:22](=[O:30])[CH2:23][C:24]2[CH:25]=[CH:26][CH:27]=[CH:28][CH:29]=2)[C:10]1=[O:31])[C:6]([CH2:8][Br:36])=[CH2:7])=[O:4]. The product is COC(=O)C(C(=C)CBr)N1C(C(C1SN1C(CCC1=O)=O)NC(CC1=CC=CC=C1)=O)=O (1-(1-methoxycarbonyl-2-bromomethylprop-2-enyl)-3-phenylacetamido-4-succinimidothio-azetidin-2-one). Procedure details: A mixture of 4.45 g (10 mmoles) of 1-(1-methoxycarbonyl-2-methylprop-2-enyl)-3-phenylacetamido-4-succinimidothio-azetidin-2-one, 10 ml of propylene oxide, 3.6 g (20 mmoles) of N-bromosuccinimide, 50 mg of azo-isobutyronitrile, 100 ml of 1,2dichloroethane and 200 ml of carbon tetrachloride was heated for 5 hours at 76° C under nitrogen. After washing with sodium metabisulfite and water, the reaction mixture was concentrated and purified by column chromatography [silica gel; toluene-ethyl acetate ... Run in C(Cl)(Cl)(Cl)Cl (carbon tetrachloride). Conditions: temperature 76 celsius. As a reaction SMILES: [CH3:1][O:2][C:3](=[O:4])[c:5]1[s:6][c:7]([CH2:10][N:11]([CH2:12][CH:13]=[CH2:14])[CH2:15][CH:16]=[CH2:17])[cH:8][cH:9]1.[CH3:20][OH:21].[K+:19].[OH-:18]>>[O:2]=[C:3]([OH:4])[c:5]1[s:6][c:7]([CH2:10][N:11]([CH2:12][CH:13]=[CH2:14])[CH2:15][CH:16]=[CH2:17])[cH:8][cH:9]1. Product: C=CCN(CC=C)Cc1ccc(C(=O)O)s1. Reactants: C=CCN(CC=C)Cc1ccc(C(=O)OC)s1, CO, [K+], [OH-]. The reactants are C1CCOC1, COC(=O)C(C)(C)c1cc(OCc2ccccc2)cc(-c2ccc(C(F)(F)F)cc2)c1, CO, [K+], [OH-], O, O=C(O)CC(O)(CC(=O)O)C(=O)O. Product: CC(C)(C(=O)O)c1cc(OCc2ccccc2)cc(-c2ccc(C(F)(F)F)cc2)c1. Reaction SMILES: [CH2:47]1[O:48][CH2:49][CH2:50][CH2:51]1.[CH3:1][O:2][C:3]([C:4]([CH3:5])([CH3:6])[c:7]1[cH:8][c:9](-[c:21]2[cH:22][cH:23][c:24]([C:27]([F:28])([F:29])[F:30])[cH:25][cH:26]2)[cH:10][c:11]([O:13][CH2:14][c:15]2[cH:16][cH:17][cH:18][cH:19][cH:20]2)[cH:12]1)=[O:31].[CH3:52][OH:53].[K+:33].[OH-:32].[OH2:54].[OH:34][C:35]([CH2:36][C:37]([C:38](=[O:39])[OH:40])([CH2:41][C:42](=[O:43])[OH:44])[OH:45])=[O:46]>>[O:2]=[C:3]([C:4]([CH3:5])([CH3:6])[c:7]1[cH:8][c:9](-[c:21]2[cH:22][cH:23][c:24]([C:27]([F:28])([F:29])[F:30])[cH:25][cH:26]2)[cH:10][c:11]([O:13][CH2:14][c:15]2[cH:16][cH:17][cH:18][cH:19][cH:20]2)[cH:12]1)[OH:31].